From a dataset of the Open Reaction Database (ORD), a public repository of structured organic reaction records. describe an organic reaction: reactants, conditions, products, and yield Reactants: BrC=1N=C2C(=NC1)N(C=C2C(=O)NC(C)(C)C)COCC[Si](C)(C)C (2-bromo-N-tert-butyl-5-((2-(trimethylsilyl)ethoxy)methyl)-5H-pyrrolo[2,3-b]pyrazine-7-carboxamide), FC(C(=O)O)(F)F (trifluoroacetic acid). The solvent is ClCCl (dichloromethane), CO (methanol), [OH-].[NH4+] (ammonium hydroxide), ClCCl (dichloromethane). Conditions: time 16 hour. The product is BrC=1N=C2C(=NC1)NC=C2C(=O)NC(C)(C)C (2-bromo-N-tert-butyl-5H-pyrrolo[2,3-b]pyrazine-7-carboxamide). The yield is 76.6%. As a reaction SMILES: [Br:1][C:2]1[N:3]=[C:4]2[C:10]([C:11]([NH:13][C:14]([CH3:17])([CH3:16])[CH3:15])=[O:12])=[CH:9][N:8](COCC[Si](C)(C)C)[C:5]2=[N:6][CH:7]=1.FC(F)(F)C(O)=O>ClCCl.CO.[OH-].[NH4+]>[Br:1][C:2]1[N:3]=[C:4]2[C:10]([C:11]([NH:13][C:14]([CH3:17])([CH3:16])[CH3:15])=[O:12])=[CH:9][NH:8][C:5]2=[N:6][CH:7]=1 |f:4.5|. Procedure: To a solution of 2-bromo-N-tert-butyl-5-((2-(trimethylsilyl)ethoxy)methyl)-5H-pyrrolo[2,3-b]pyrazine-7-carboxamide (150 mg, 351 μmol) in dichloromethane (5.5 mL) was added trifluoroacetic acid (800 mg, 541 μL, 7.02 mmol) and the mixture stirred at room temperature for 16 h. The reaction mixture was concentrated in vacuo and the residue obtained diluted with dichloromethane (5 mL), methanol (2.5 mL) and ammonium hydroxide (0.7 mL) and stirred at room temperature for 1 h. The mixture was concentra...